The task is: describe an organic reaction: reactants, conditions, products, and yield. This data is from the Open Reaction Database (ORD), a public repository of structured organic reaction records. Reactants: C=O (formaldehyde), CC1(COC1=O)C (pivalolactone), C(C(C)C)(=O)OCC(C(=O)OC(C(COC(C(C)C)=O)(C)C)=O)(C)C (isobutyroxypivalic anhydride). Reaction SMILES: C=O.[CH3:3][C:4]1([CH3:9])[C:7](=[O:8])[O:6][CH2:5]1.[C:10]([O:15][CH2:16][C:17]([CH3:34])([CH3:33])[C:18]([O:20][C:21](=[O:32])[C:22]([CH3:31])([CH3:30])[CH2:23][O:24][C:25](=[O:29])[CH:26]([CH3:28])[CH3:27])=[O:19])(=[O:14])[CH:11]([CH3:13])[CH3:12]>>[C:18]([O:20][C:21](=[O:32])[CH:22]([CH3:30])[CH3:23])(=[O:19])[CH:17]([CH3:33])[CH3:16].[CH3:3][C:4]1([CH3:9])[C:7](=[O:8])[O:6][CH2:5]1.[C:25]([O:24][CH2:23][C:22]([CH3:31])([CH3:30])[C:21]([O:20][C:18](=[O:19])[C:17]([CH3:33])([CH3:34])[CH2:16][O:15][C:10](=[O:14])[CH:11]([CH3:12])[CH3:13])=[O:32])(=[O:29])[CH:26]([CH3:27])[CH3:28]. Product: C(C(C)C)(=O)OC(C(C)C)=O (Isobutyric anhydride), CC1(COC1=O)C (pivalolactone), C(C(C)C)(=O)OCC(C(=O)OC(C(COC(C(C)C)=O)(C)C)=O)(C)C (isobutyroxypivalic anhydride). Procedure details: Following this procedure 50 milliliters of the catalyst from Example 1 is tested in continuous operation for four days. Formaldehyde conversion to pivalolactone averages 68 percent with 14 percent going to isobutyroxypivalic anhydride, the product derived from the secondary reaction between pivalolactone, isobutyric acid and isobutyric anhydride. Isobutyric anhydride yield averages 66 percent to pivalolactone and 20 percent to isobutyroxypivalic anhydride. This catalyst is then regenerated by bu... Starting materials: CC(C)(C)NS(=O)(=O)c1cccc(-c2ccc3cnc(O)nn23)c1, Nc1ccc(-c2cccnc2)cc1. Yields the product CC(C)(C)NS(=O)(=O)c1cccc(-c2ccc3cnc(Nc4ccc(-c5cccnc5)cc4)nn23)c1. As a reaction SMILES: [C:1]([CH3:2])([CH3:3])([CH3:4])[NH:5][S:6](=[O:7])(=[O:8])[c:9]1[cH:10][c:11](-[c:15]2[cH:16][cH:17][c:18]3[cH:19][n:20][c:21]([OH:24])[n:22][n:23]23)[cH:12][cH:13][cH:14]1.[n:25]1[cH:26][c:27](-[c:31]2[cH:32][cH:33][c:34]([NH2:37])[cH:35][cH:36]2)[cH:28][cH:29][cH:30]1>>[C:1]([CH3:2])([CH3:3])([CH3:4])[NH:5][S:6](=[O:7])(=[O:8])[c:9]1[cH:10][c:11](-[c:15]2[cH:16][cH:17][c:18]3[cH:19][n:20][c:21]([NH:37][c:34]4[cH:33][cH:32][c:31](-[c:27]5[cH:26][n:25][cH:30][cH:29][cH:28]5)[cH:36][cH:35]4)[n:22][n:23]23)[cH:12][cH:13][cH:14]1. Starting materials: 1A, C(C=1C(N)=CC=CC1)(=O)O (anthranilic acid), COC1=NC=C(C=C1)C=O (2-methoxypyridine-5-carboxaldehyde). Yields the product COC1=CC=C(C=N1)CNC1=C(C(=O)O)C=CC=C1 (2-[(6-Methoxy-pyridin-3-ylmethyl)-amino]-benzoic acid). RXN SMILES: [C:1]([OH:10])(=[O:9])[C:2]1[C:3](=[CH:5][CH:6]=[CH:7][CH:8]=1)[NH2:4].[CH3:11][O:12][C:13]1[CH:18]=[CH:17][C:16]([CH:19]=O)=[CH:15][N:14]=1>>[CH3:11][O:12][C:13]1[N:14]=[CH:15][C:16]([CH2:19][NH:4][C:3]2[CH:5]=[CH:6][CH:7]=[CH:8][C:2]=2[C:1]([OH:10])=[O:9])=[CH:17][CH:18]=1. Procedure details: Prepared by a similar procedure as described for preparation 1A, starting from anthranilic acid and 2-methoxypyridine-5-carboxaldehyde (Aldrich). 13C-NMR (DMSO-d6) δ 169.9, 162.9, 150.4, 145.7, 138.6, 134.4, 131.7, 127.7, 114.7, 111.7, 110.5, 110.5, 53.1, 42.8. Starting materials: ClC1=CC2=C(SC=C2CN2C(N(CC2)C=2SC(=C(N2)C)C(=O)O)=O)C=C1 (2-(3-((5-chlorobenzo[b]thiophen-3-yl)methyl)-2-oxoimidazolidin-1-yl)-4-methylthiazole-5-carboxylic acid), N1C=C(C2=CC=CC=C12)CCN1C(N(CC1)C=1SC(=C(N1)C)C(=O)O)=O (2-(3-(2-(1H-indol-3-yl)ethyl)-2-oxoimidazolidin-1-yl)-4-methylthiazole-5-carboxylic acid), N1=CC(=CC=C1)CN (pyridin-3-ylmethanamine). Yields the product N1C=C(C2=CC=CC=C12)CCN1C(N(CC1)C=1SC(=C(N1)C)C(=O)NCC=1C=NC=CC1)=O (2-(3-(2-(1H-indol-3-yl)ethyl)-2-oxoimidazolidin-1-yl)-4-methyl-N-(pyridin-3-ylmethyl)thiazole-5-carboxamide). Yield: 36.0%. RXN SMILES: ClC1C=CC2SC=C(CN3CCN(C4SC(C(O)=O)=C(C)N=4)C3=O)C=2C=1.[NH:27]1[C:35]2[C:30](=[CH:31][CH:32]=[CH:33][CH:34]=2)[C:29]([CH2:36][CH2:37][N:38]2[CH2:42][CH2:41][N:40]([C:43]3[S:44][C:45]([C:49](O)=[O:50])=[C:46]([CH3:48])[N:47]=3)[C:39]2=[O:52])=[CH:28]1.[N:53]1[CH:58]=[CH:57][CH:56]=[C:55]([CH2:59][NH2:60])[CH:54]=1>>[NH:27]1[C:35]2[C:30](=[CH:31][CH:32]=[CH:33][CH:34]=2)[C:29]([CH2:36][CH2:37][N:38]2[CH2:42][CH2:41][N:40]([C:43]3[S:44][C:45]([C:49]([NH:60][CH2:59][C:55]4[CH:54]=[N:53][CH:58]=[CH:57][CH:56]=4)=[O:50])=[C:46]([CH3:48])[N:47]=3)[C:39]2=[O:52])=[CH:28]1. Procedure details: Following the procedure as described in Example 32, making variations as required to replace 2-(3-((5-chlorobenzo[b]thiophen-3-yl)methyl)-2-oxoimidazolidin-1-yl)-4-methylthiazole-5-carboxylic acid with 2-(3-(2-(1H-indol-3-yl)ethyl)-2-oxoimidazolidin-1-yl)-4-methylthiazole-5-carboxylic acid to react with pyridin-3-ylmethanamine, the title compound was obtained as a colorless solid in 36% yield: mp 198-201° C. (dichloromethane/hexanes); 1H NMR (300 MHz, CDCl3) δ 8.60-8.52 (m, 2H), 8.27 (s, 1H), 7.... Reactants: FC1=C(C=CC(=C1)F)[C@@]1(O[C@H]1C)CN1N=CN=C1 ((2R,3S)-2-(2,4-Difluorophenyl)-3-methyl-2-(1H-1,2,4-triazol-1-yl)methyloxirane), N=1N(N=CC1)CC1=CC=C(C=C1)N1C(NN=C1)=O (4-[4-(2H-1,2,3-triazol-2-ylmethyl)phenyl]-3(2H,4H)-1,2,4-triazolone). The product is FC1=C(C=CC(=C1)F)[C@]([C@@H](C)N1N=CN(C1=O)C1=CC=C(C=C1)CN1N=CC=N1)(CN1N=CN=C1)O (2-[(1R,2R)-2-(2,4-difluorophenyl)-2-hydroxy-1-methyl-3-(1H-1,2,4-triazol-1-yl)propyl]-4-[4-(2H-1,2,3-triazol-2-ylmethyl)-phenyl]-3(2H,4H)-1,2,4-triazolone). As a reaction SMILES: [F:1][C:2]1[CH:7]=[C:6]([F:8])[CH:5]=[CH:4][C:3]=1[C@@:9]1([CH2:13][N:14]2[CH:18]=[N:17][CH:16]=[N:15]2)[C@H:11]([CH3:12])[O:10]1.[N:19]1[N:20]([CH2:24][C:25]2[CH:30]=[CH:29][C:28]([N:31]3[CH:35]=[N:34][NH:33][C:32]3=[O:36])=[CH:27][CH:26]=2)[N:21]=[CH:22][CH:23]=1>>[F:1][C:2]1[CH:7]=[C:6]([F:8])[CH:5]=[CH:4][C:3]=1[C@@:9]([OH:10])([CH2:13][N:14]1[CH:18]=[N:17][CH:16]=[N:15]1)[C@H:11]([N:33]1[C:32](=[O:36])[N:31]([C:28]2[CH:29]=[CH:30][C:25]([CH2:24][N:20]3[N:21]=[CH:22][CH:23]=[N:19]3)=[CH:26][CH:27]=2)[CH:35]=[N:34]1)[CH3:12]. Procedure details: (2R,3S)-2-(2,4-Difluorophenyl)-3-methyl-2-(1H-1,2,4-triazol-1-yl)methyloxirane was reacted with 4-[4-(2H-1,2,3-triazol-2-ylmethyl)phenyl]-3(2H,4H)-1,2,4-triazolone in the same manner as in Working Example 11 to give 2-[(1R,2R)-2-(2,4-difluorophenyl)-2-hydroxy-1-methyl-3-(1H-1,2,4-triazol-1-yl)propyl]-4-[4-(2H-1,2,3-triazol-2-ylmethyl)-phenyl]-3(2H,4H)-1,2,4-triazolone (Compound 21). The reactants are CC(CO)COC1CCCCO1, ClCCl, O=[Cr](=O)([O-])Cl, c1cc[nH+]cc1. Yields the product CC(C=O)COC1CCCCO1. As a reaction SMILES: [CH3:1][CH:2]([CH2:3][OH:4])[CH2:5][O:6][CH:7]1[O:8][CH2:9][CH2:10][CH2:11][CH2:12]1.[Cl:24][CH2:25][Cl:26].[O:13]=[Cr:14]([Cl:15])([O-:16])=[O:17].[nH+:18]1[cH:19][cH:20][cH:21][cH:22][cH:23]1>>[CH3:1][CH:2]([CH:3]=[O:4])[CH2:5][O:6][CH:7]1[O:8][CH2:9][CH2:10][CH2:11][CH2:12]1. The reactants are C(C)#N (acetonitrile), C(=O)(Cl)Cl (phosgene), N1CCOCC1 (morpholine), C1(CCCCC1)NC(C1=CC=C(C=C1)Cl)=O (N-cyclohexyl-p-chlorobenzamide). Run in O1CCCC1 (tetrahydrofuran). Run at time 8 hour. The product is Cl.ClC1=CC=C(C(=NC2CCCCC2)N2CCOCC2)C=C1 (N-(p-Chloro-N-cyclohexylbenzimidoyl)-morpholine hydrochloride). As a reaction SMILES: C(Cl)([Cl:3])=O.[CH:5]1([NH:11][C:12](=O)[C:13]2[CH:18]=[CH:17][C:16]([Cl:19])=[CH:15][CH:14]=2)[CH2:10][CH2:9][CH2:8][CH2:7][CH2:6]1.[NH:21]1[CH2:26][CH2:25][O:24][CH2:23][CH2:22]1.C(#N)C>O1CCCC1>[ClH:3].[Cl:19][C:16]1[CH:17]=[CH:18][C:13]([C:12]([N:21]2[CH2:26][CH2:25][O:24][CH2:23][CH2:22]2)=[N:11][CH:5]2[CH2:10][CH2:9][CH2:8][CH2:7][CH2:6]2)=[CH:14][CH:15]=1 |f:5.6|. Procedure: To a cold solution of 9.6 gm. (0.096 mole) of phosgene in tetrahydrofuran is added in one portion 19.0 gm. (0.08 mole) of N-cyclohexyl-p-chlorobenzamide. After ten minutes the reaction mixture is allowed to warm to room temperature, stirred overnight, and the mixture concentrated to a solid in vacuo with a bath temperature of 30°. The crude residue is suspended in 250 ml. of acetonitrile, cooled to 0° and treated with a solution of 28.0 gm. (0.32 mole) of morpholine in 100 ml. of acetonitrile. A... Starting materials: FC1=C(C(=O)O)C=C(C=C1)O (2-fluoro-5-hydroxybenzoic acid), CO (methanol), S(=O)(Cl)Cl (Thionyl chloride). Product: FC1=C(C(=O)OC)C=C(C=C1)O (methyl 2-fluoro-5-hydroxybenzoate), white solid. Yield: 98.0%. Reaction SMILES: [F:1][C:2]1[CH:10]=[CH:9][C:8]([OH:11])=[CH:7][C:3]=1[C:4]([OH:6])=[O:5].S(Cl)(Cl)=O.[CH3:16]O>>[F:1][C:2]1[CH:10]=[CH:9][C:8]([OH:11])=[CH:7][C:3]=1[C:4]([O:6][CH3:16])=[O:5]. Procedure: The obtained 2-fluoro-5-hydroxybenzoic acid (3e) (780 mg, 5 mmol) was dissolved in 100 mL methanol. Thionyl chloride (0.8 mL, 10 mmol) was added dropwise under the condition of ice bath (0° C.) and stirring, and then refluxed for two hours. The reaction solution was concentrated, and then column chromatography (petroleum ether:ethyl acetate=2:1) was performed to isolate methyl 2-fluoro-5-hydroxybenzoate (3f), 833 mg white solid (yield 98%). 1H NMR (600 MHz, DMSO-d6) δ 9.73 (s, 1H), 7.20-7.18 (m,...